This data is from the Open Reaction Database (ORD), a public repository of structured organic reaction records. The task is: describe an organic reaction: reactants, conditions, products, and yield Reactants: ClC=1C=C(C=C(C1N1C(C=C(C=C1C)O)=O)Cl)S(=O)(=O)N (3,5-dichloro-4-(4-hydroxy-6-methyl-2-oxopyridin-1(2H)-yl)benzenesulfonamide), BrN1C(CCC1=O)=O (N-bromosuccinimide), acid, FC1=C(CBr)C=CC(=C1)F (2,4 difluorobenzyl bromide), C([O-])([O-])=O.[K+].[K+] (potassium carbonate). Reaction conditions: time 1 hour. Yields the product BrC=1C(N(C(=CC1OCC1=C(C=C(C=C1)F)F)C)C1=C(C=C(C=C1Cl)S(=O)(=O)N)Cl)=O (4-[3-bromo-4-[(2,4-difluorobenzyl)oxy]-6-methyl-2-oxopyridin-1(2H)-yl]-3,5-dichlorobenzenesulfonamide). Isolated yield 16.2%. As a reaction SMILES: [Cl:1][C:2]1[CH:3]=[C:4]([S:18]([NH2:21])(=[O:20])=[O:19])[CH:5]=[C:6]([Cl:17])[C:7]=1[N:8]1[C:13]([CH3:14])=[CH:12][C:11]([OH:15])=[CH:10][C:9]1=[O:16].[Br:22]N1C(=O)CCC1=O.[F:30][C:31]1[CH:38]=[C:37]([F:39])[CH:36]=[CH:35][C:32]=1[CH2:33]Br.C(=O)([O-])[O-].[K+].[K+]>>[Br:22][C:10]1[C:9](=[O:16])[N:8]([C:7]2[C:6]([Cl:17])=[CH:5][C:4]([S:18]([NH2:21])(=[O:19])=[O:20])=[CH:3][C:2]=2[Cl:1])[C:13]([CH3:14])=[CH:12][C:11]=1[O:15][CH2:33][C:32]1[CH:35]=[CH:36][C:37]([F:39])=[CH:38][C:31]=1[F:30] |f:3.4.5|. Reported procedure: A mixture of 3,5-dichloro-4-(4-hydroxy-6-methyl-2-oxopyridin-1(2H)-yl)benzenesulfonamide (0.18 g, 0.0005 mol), N-bromosuccinimide (0.1 g, 0.00056 mol)in acetici acid (2.0 mL) was stirred at room temperature under argon atmosphere for 1 h. Acetic acid was removed in vacuo, the residue was dissolved in DMF (2.0 mL), and added 2,4 difluorobenzyl bromide (0.128 g, 0.0006 mol), potassium carbonate (0.1 g, 0.0007 mol). The resulting mixture was stirred at room temperature for 1 h. The solvents were di... Reactants: OC=1C=C(C=O)C=CC1 (3-hydroxybenzaldehyde), BrC(C)O (bromoethanol), [Na] (sodium). The solvent is C(C)O (ethanol). Product: OCCOC=1C=C(C=O)C=CC1 (3-(2-Hydroxyethoxy)benzaldehyde). RXN SMILES: [Na].[OH:2][C:3]1[CH:4]=[C:5]([CH:8]=[CH:9][CH:10]=1)[CH:6]=[O:7].Br[CH:12]([OH:14])[CH3:13]>C(O)C>[OH:14][CH2:12][CH2:13][O:2][C:3]1[CH:4]=[C:5]([CH:8]=[CH:9][CH:10]=1)[CH:6]=[O:7] |^1:0|. Procedure: 1.42 g of sodium were dissolved in 200 ml of ethanol. 7.5 g of 3-hydroxybenzaldehyde and 10.5 g of bromoethanol were added and the resulting solution was refluxed for 5 hours. The solution was purified by column chromatography (silica, CH2Cl2). Reactants: [OH-].[Na+] (sodium hydroxide), CC1COC=2C=3N1C=C(C(C3C=CC2C2=CC=CC=C2)=O)C(=O)O (2,3-dihydro-3-methyl-7-oxo-10-phenyl-7H-pyrido[1,2,3-de]-1,4-benzoxazine-6-carboxylic acid), carboxylic acid. The solvent is O (water), O (water). The product is CC1COC=2C=3N1C=C(C(C3C=CC2C2=CC=CC=C2)=O)C(=O)[O-].[Na+] (sodium 2,3-dihydro-3-methyl-7-oxo-10-phenyl-7H-pyrido[1,2,3-de]-1,4-benzoxazine-6-carboxylate). As a reaction SMILES: [OH-].[Na+:2].[CH3:3][CH:4]1[N:9]2[CH:10]=[C:11]([C:24]([OH:26])=[O:25])[C:12](=[O:23])[C:13]3[CH:14]=[CH:15][C:16]([C:17]4[CH:22]=[CH:21][CH:20]=[CH:19][CH:18]=4)=[C:7]([C:8]=32)[O:6][CH2:5]1>O>[CH3:3][CH:4]1[N:9]2[CH:10]=[C:11]([C:24]([O-:26])=[O:25])[C:12](=[O:23])[C:13]3[CH:14]=[CH:15][C:16]([C:17]4[CH:22]=[CH:21][CH:20]=[CH:19][CH:18]=4)=[C:7]([C:8]=32)[O:6][CH2:5]1.[Na+:2] |f:0.1,4.5|. Reported procedure: To a solution of 0.0997 g of sodium hydroxide in 40 ml of water was added 0.8 g of 2,3-dihydro-3-methyl-7-oxo-10-phenyl-7H-pyrido[1,2,3-de]-1,4-benzoxazine-6-carboxylic acid. The mixture was heated briefly until the carboxylic acid dissolved. The solution was then filtered and the filtrate obtained was then evaporated to provide a residue. The residue was dissolved in 50 ml of water, the solution filtered and the filtrate was lyophilized to provide light tan solid, sodium 2,3-dihydro-3-methyl-7-...